This data is from the Open Reaction Database (ORD), a public repository of structured organic reaction records. The task is: describe an organic reaction: reactants, conditions, products, and yield Reactants: CC=1NC(OC1)=O (4-methyl-2(3H)-oxazolone), ice water, [Cl-].[Al+3].[Cl-].[Cl-] (aluminum chloride), C(CCCC)(=O)Cl (n-pentanoyl chloride). Run in C(Cl)Cl (methylene chloride), C(Cl)Cl (methylene chloride). Yields the product C(CCCC)(=O)C1=C(NC(O1)=O)C (5-n-pentanoyl-4-methyl2(3H)oxazolone). Isolated yield 39.1%. As a reaction SMILES: [CH3:1][C:2]1[NH:3][C:4](=[O:7])[O:5][CH:6]=1.[Cl-].[Al+3].[Cl-].[Cl-].[C:12](Cl)(=[O:17])[CH2:13][CH2:14][CH2:15][CH3:16]>C(Cl)Cl>[C:12]([C:6]1[O:5][C:4](=[O:7])[NH:3][C:2]=1[CH3:1])(=[O:17])[CH2:13][CH2:14][CH2:15][CH3:16] |f:1.2.3.4|. Reported procedure: Six grams (0.06 mol) of 4-methyl-2(3H)-oxazolone and 24.2 g (0.182 mol) aluminum chloride were suspended in 250 ml methylene chloride. To this mixture was added dropwise 8.3 g (0.069 mol) n-pentanoyl chloride. The mixture was stirred and refluxed 15 hours, cooled and poured into ice water. The methylene chloride layer was isolated, washed with sodium bicarbonate solution and water. The methylene chloride solution was dried and solvent evaporated to give a residue which was recrystallized two tim... Starting materials: [C@H]12[C@H](NC[C@@H]2C1)CNC(=O)C=1C=CC=C2C1C=CO2 (benzofuran-4-carboxylic acid[(1S,2S,5R)-1-(3-aza-bicyclo[3.1.0]hex-2-yl)methyl]-amide), C=1(C(=CC=CC1)C(=O)O)C1=CC=CC=C1 (biphenyl-2-carboxylic acid). The product is C=1(C(=CC=CC1)C(=O)N1[C@@H]([C@H]2C[C@H]2C1)CNC(=O)C=1C=CC=C2C1C=CO2)C2=CC=CC=C2 (Benzofuran-4-carboxylic acid[(1S,2S,5R)-3-(biphenyl-2-carbonyl)-3-aza-bicyclo[3.1.0]hex-2-ylmethyl]-amide). RXN SMILES: [C@H:1]12[CH2:6][C@H:5]1[CH2:4][NH:3][C@@H:2]2[CH2:7][NH:8][C:9]([C:11]1[CH:12]=[CH:13][CH:14]=[C:15]2[O:19][CH:18]=[CH:17][C:16]=12)=[O:10].[C:20]1([C:29]2[CH:34]=[CH:33][CH:32]=[CH:31][CH:30]=2)[C:21]([C:26](O)=[O:27])=[CH:22][CH:23]=[CH:24][CH:25]=1>>[C:20]1([C:29]2[CH:34]=[CH:33][CH:32]=[CH:31][CH:30]=2)[C:21]([C:26]([N:3]2[CH2:4][C@H:5]3[C@H:1]([CH2:6]3)[C@H:2]2[CH2:7][NH:8][C:9]([C:11]2[CH:12]=[CH:13][CH:14]=[C:15]3[O:19][CH:18]=[CH:17][C:16]=23)=[O:10])=[O:27])=[CH:22][CH:23]=[CH:24][CH:25]=1. Procedure details: prepared by reaction of benzofuran-4-carboxylic acid[(1S,2S,5R)-1-(3-aza-bicyclo[3.1.0]hex-2-yl)methyl]-amide with biphenyl-2-carboxylic acid. RXN SMILES: [Cl:52][CH2:53][Cl:54].[K+:6].[Mn:1]([O-:2])(=[O:3])(=[O:4])=[O:5].[O:7]1[CH2:8][CH2:9][O:10][CH2:11][CH2:12][O:13][CH2:14][CH2:15][O:16][CH2:17][CH2:18][O:19][CH2:20][CH2:21][O:22][CH2:23][CH2:24]1.[OH:25][CH:26]([c:27]1[cH:28][cH:29][cH:30][c:31]2[cH:32][cH:33][cH:34][cH:35][c:36]12)[c:37]1[cH:38][c:39]2[c:40]([c:41]([CH2:47][CH:48]([CH3:49])[CH3:50])[n:42][n:43]([CH3:46])[c:44]2=[O:45])[s:51]1>>[O:25]=[C:26]([c:27]1[cH:28][cH:29][cH:30][c:31]2[cH:32][cH:33][cH:34][cH:35][c:36]12)[c:37]1[cH:38][c:39]2[c:40]([c:41]([CH2:47][CH:48]([CH3:49])[CH3:50])[n:42][n:43]([CH3:46])[c:44]2=[O:45])[s:51]1. Product: CC(C)Cc1nn(C)c(=O)c2cc(C(=O)c3cccc4ccccc34)sc12. Reactants: ClCCl, [K+], O=[Mn](=O)(=O)[O-], C1COCCOCCOCCOCCOCCO1, CC(C)Cc1nn(C)c(=O)c2cc(C(O)c3cccc4ccccc34)sc12. Reactants: [N+](=O)([O-])C1=CC(=C2N=C(C(=NC2=C1)OC)OC)CN([C@@H](C)P(OC)(OC)=O)CC (dimethyl (R)-N-(7-nitro-2,3-dimethoxyquinoxalin-5-ylmethyl)-α-ethylaminoethylphosphonate). Solvent: Cl (hydrochloric acid). Yields the product [N+](=O)([O-])C1=CC(=C2NC(C(NC2=C1)=O)=O)CN([C@@H](C)P(O)(O)=O)CC ((R)-N-(7-Nitro-2,3-dioxo-1,2,3,4-tetrahydroquinoxalin-5-ylmethyl)-α-(ethylamino)ethylphosphonic acid). RXN SMILES: [N+:1]([C:4]1[CH:13]=[C:12]2[C:7]([N:8]=[C:9]([O:16]C)[C:10]([O:14]C)=[N:11]2)=[C:6]([CH2:18][N:19]([CH2:28][CH3:29])[C@H:20]([P:22](=[O:27])([O:25]C)[O:23]C)[CH3:21])[CH:5]=1)([O-:3])=[O:2]>Cl>[N+:1]([C:4]1[CH:13]=[C:12]2[C:7]([NH:8][C:9](=[O:16])[C:10](=[O:14])[NH:11]2)=[C:6]([CH2:18][N:19]([CH2:28][CH3:29])[C@H:20]([P:22](=[O:23])([OH:27])[OH:25])[CH3:21])[CH:5]=1)([O-:3])=[O:2]. Procedure details: 4.24 g (9.9 mmol) of dimethyl (R)-N-(7-nitro-2,3-dimethoxyquinoxalin-5-ylmethyl)-α-ethylaminoethylphosphonate are stirred for 19 hours in 80 ml of 6N hydrochloric acid. The reaction mixture is evaporated and the residue is slurried with water. The title compound is obtained as a solid of m.p.=218° C. (dec.). Reactants: Cl.C1(CCCCCCCCC1)N1CCC2(C(NCN2C2=CC=CC=C2)=O)CC1 (8-cyclodecyl-1-phenyl-1,3,8-triaza-spiro[4,5]decan-4-one hydrochloride), C1(=CC=CC=C1)CCCCOS(=O)(=O)C (methanesulfonic acid 4-phenyl-but-1-yl ester). Product: Cl.C1(CCCCCCCCC1)N1CCC2(C(N(CN2C2=CC=CC=C2)CCCCC2=CC=CC=C2)=O)CC1 (8-Cyclodecyl-1-phenyl-3-(4-phenyl-butyl)-1,3,8-triaza-spiro[4,5]decan-4-one hydrochloride). Reaction SMILES: [ClH:1].[CH:2]1([N:12]2[CH2:28][CH2:27][C:15]3([N:19]([C:20]4[CH:25]=[CH:24][CH:23]=[CH:22][CH:21]=4)[CH2:18][NH:17][C:16]3=[O:26])[CH2:14][CH2:13]2)[CH2:11][CH2:10][CH2:9][CH2:8][CH2:7][CH2:6][CH2:5][CH2:4][CH2:3]1.[C:29]1([CH2:35][CH2:36][CH2:37][CH2:38]OS(C)(=O)=O)[CH:34]=[CH:33][CH:32]=[CH:31][CH:30]=1>>[ClH:1].[CH:2]1([N:12]2[CH2:28][CH2:27][C:15]3([N:19]([C:20]4[CH:21]=[CH:22][CH:23]=[CH:24][CH:25]=4)[CH2:18][N:17]([CH2:38][CH2:37][CH2:36][CH2:35][C:29]4[CH:34]=[CH:33][CH:32]=[CH:31][CH:30]=4)[C:16]3=[O:26])[CH2:14][CH2:13]2)[CH2:11][CH2:10][CH2:9][CH2:8][CH2:7][CH2:6][CH2:5][CH2:4][CH2:3]1 |f:0.1,3.4|. Procedure: The title compound, white solid, m. p. 115° C. and MS: m/e=502.5 (M+H+) was prepared in accordance with the general method of example 24 from 8-cyclodecyl-1-phenyl-1,3,8-triaza-spiro[4,5]decan-4-one hydrochloride and methanesulfonic acid 4-phenyl-but-1-yl ester. Reactants: CN(C)C1CCN(C(=O)c2ccc(Br)cc2)C1, [K+], [K+], [K+], Nc1cccc2nsnc12, O=C(C=Cc1ccccc1)C=Cc1ccccc1, O=C(C=Cc1ccccc1)C=Cc1ccccc1, O=C(C=Cc1ccccc1)C=Cc1ccccc1, O=P([O-])([O-])[O-], [Pd], [Pd]. Yields the product CN(C)C1CCN(C(=O)c2ccc(Nc3cccc4nsnc34)cc2)C1. RXN SMILES: [Br:1][c:2]1[cH:3][cH:4][c:5]([C:6](=[O:7])[N:8]2[CH2:9][CH:10]([N:13]([CH3:14])[CH3:15])[CH2:11][CH2:12]2)[cH:16][cH:17]1.[K+:33].[K+:34].[K+:35].[NH2:18][c:19]1[cH:20][cH:21][cH:22][c:23]2[n:24][s:25][n:26][c:27]12.[O:38]=[C:39]([CH:40]=[CH:41][c:42]1[cH:43][cH:44][cH:45][cH:46][cH:47]1)[CH:48]=[CH:49][c:50]1[cH:51][cH:52][cH:53][cH:54][cH:55]1.[O:56]=[C:57]([CH:58]=[CH:59][c:60]1[cH:61][cH:62][cH:63][cH:64][cH:65]1)[CH:66]=[CH:67][c:68]1[cH:69][cH:70][cH:71][cH:72][cH:73]1.[O:74]=[C:75]([CH:76]=[CH:77][c:78]1[cH:79][cH:80][cH:81][cH:82][cH:83]1)[CH:84]=[CH:85][c:86]1[cH:87][cH:88][cH:89][cH:90][cH:91]1.[P:28]([O-:29])([O-:30])([O-:31])=[O:32].[Pd:36].[Pd:37]>>[c:2]1([NH:18][c:19]2[cH:20][cH:21][cH:22][c:23]3[n:24][s:25][n:26][c:27]23)[cH:3][cH:4][c:5]([C:6](=[O:7])[N:8]2[CH2:9][CH:10]([N:13]([CH3:14])[CH3:15])[CH2:11][CH2:12]2)[cH:16][cH:17]1. Reactants: P(O)(O)(O)=O (phosphoric acid), C(C)(=O)N1CCC(CC1)=O (N-acetyl-4-piperidone), formula II, N1C=CC2=CC=CC=C12 (indole), formula IV. Solvent: C(C)(=O)O (acetic acid). Yields the product N1C(=CC2=CC=CC=C12)C1=CCN(CC1)C(C)=O (4-indolyl-1-acetyl-1,2,5,6-tetrahydropyridine). RXN SMILES: [NH:1]1[C:9]2[C:4](=[CH:5][CH:6]=[CH:7][CH:8]=2)[CH:3]=[CH:2]1.P(=O)(O)(O)O.[C:15]([N:18]1[CH2:23][CH2:22][C:21](=O)[CH2:20][CH2:19]1)(=[O:17])[CH3:16]>C(O)(=O)C>[NH:1]1[C:9]2[C:4](=[CH:5][CH:6]=[CH:7][CH:8]=2)[CH:3]=[C:2]1[C:21]1[CH2:22][CH2:23][N:18]([C:15](=[O:17])[CH3:16])[CH2:19][CH:20]=1. Reported procedure: A starting compound of the formula II may also be obtained by reacting an indole of the formula IV in a mixture of glacial acetic acid and phosphoric acid with the equivalent quantity of N-acetyl-4-piperidone, preferably at room temperature. The corresponding 4-indolyl-1-acetyl-1,2,5,6-tetrahydropyridine is thus obtained, which is then hydrogenated in conventional manner in the presence of palladium/coal at room temperature and atmospheric pressure to form the corresponding piperidine derivative... The reactants are O=[N+]([O-])c1ccccc1Br, C1=COCC1, [Pd], CC(CC(C)P(c1ccccc1)c1ccccc1)P(c1ccccc1)c1ccccc1. Product: O=[N+]([O-])c1ccccc1C1CC=CO1. Reaction SMILES: [Br:1][c:2]1[c:3]([N+:8](=[O:9])[O-:10])[cH:4][cH:5][cH:6][cH:7]1.[CH2:11]1[CH2:12][CH:13]=[CH:14][O:15]1.[Pd:47].[c:16]1([P:17]([c:18]2[cH:19][cH:20][cH:21][cH:22][cH:23]2)[CH:24]([CH2:25][CH:26]([P:27]([c:28]2[cH:29][cH:30][cH:31][cH:32][cH:33]2)[c:34]2[cH:35][cH:36][cH:37][cH:38][cH:39]2)[CH3:40])[CH3:41])[cH:42][cH:43][cH:44][cH:45][cH:46]1>>[c:2]1([CH:11]2[CH2:12][CH:13]=[CH:14][O:15]2)[c:3]([N+:8](=[O:9])[O-:10])[cH:4][cH:5][cH:6][cH:7]1.